This data is from the Open Reaction Database (ORD), a public repository of structured organic reaction records. The task is: describe an organic reaction: reactants, conditions, products, and yield Reactants: IC1=CC=C(C=C1)C=1N(C=C(N1)CN=[N+]=[N-])C ((2-(4-iodophenyl)-1-methyl-1H-imidazol-4-yl)methyl azide). The reagents and catalysts are [Ni] (Ra—Ni). Solvent: CO (MeOH). Run at time 1 hour. The product is IC1=CC=C(C=C1)C=1N(C=C(N1)CN)C ((2-(4-iodophenyl)-1-methyl-1H-imidazol-4-yl)methyl amine). As a reaction SMILES: [I:1][C:2]1[CH:7]=[CH:6][C:5]([C:8]2[N:9]([CH3:17])[CH:10]=[C:11]([CH2:13][N:14]=[N+]=[N-])[N:12]=2)=[CH:4][CH:3]=1>CO.[Ni]>[I:1][C:2]1[CH:3]=[CH:4][C:5]([C:8]2[N:9]([CH3:17])[CH:10]=[C:11]([CH2:13][NH2:14])[N:12]=2)=[CH:6][CH:7]=1. Procedure details: A mixture of (2-(4-iodophenyl)-1-methyl-1H-imidazol-4-yl)methyl azide prepared above (46 mg, 0.14 mmol) and Ra—Ni (50% slurry in H2O, 100 mg) in MeOH (5 mL) was hydrogenated under balloon H2 for 1 h. It was filtered. The filtrate was concentrated in vacuo to give (2-(4-iodophenyl)-1-methyl-1H-imidazol-4-yl)methyl amine (42 mg). MS 314.0 (M+H). Starting materials: CS(=O)(=O)OCC (ethyl methanesulfonate), ClC=1C=C(CNCCC2=CC=C(C=C2)NC(=S)N)C=CC1 (1-(4-(2-(3-chlorobenzylamino)ethyl)phenyl)-2-thiourea), CS(=O)(=O)OCC (ethyl methanesulfonate), CS(=O)(=O)O (methanesulfonic acid). Solvent: C(C)O (ethanol). Run at time 2 hour. Product: CS(=O)(=O)O.CS(=O)(=O)O.C(C)SC(NC1=CC=C(C=C1)CCNCC1=CC(=CC=C1)Cl)=N (N-(4-(2-(3-chlorobenzylamino)ethyl)phenyl)carbamimidothioic acid ethyl ester dimethanesulfonate). Isolated yield 88.5%. Reaction SMILES: [Cl:1][C:2]1[CH:3]=[C:4]([CH:19]=[CH:20][CH:21]=1)[CH2:5][NH:6][CH2:7][CH2:8][C:9]1[CH:14]=[CH:13][C:12]([NH:15][C:16]([NH2:18])=[S:17])=[CH:11][CH:10]=1.[CH3:22][S:23]([OH:26])(=[O:25])=[O:24].[CH3:27][S:28]([O:31][CH2:32][CH3:33])(=[O:30])=[O:29]>C(O)C>[CH3:22][S:23]([OH:26])(=[O:25])=[O:24].[CH3:27][S:28]([OH:31])(=[O:30])=[O:29].[CH2:32]([S:17][C:16](=[NH:18])[NH:15][C:12]1[CH:11]=[CH:10][C:9]([CH2:8][CH2:7][NH:6][CH2:5][C:4]2[CH:19]=[CH:20][CH:21]=[C:2]([Cl:1])[CH:3]=2)=[CH:14][CH:13]=1)[CH3:33] |f:4.5.6|. Procedure details: To a stirred mixture of the product of step (e) (272.5 mg, 0.852 mmol) and ethanol (2.6 ml) was added methanesulfonic acid (81.88 mg, 0.852 mmol). After stirring for a few minutes, ethyl methanesulfonate (211.6 mg, 1.70 mmol) was added. The reaction mixture was refluxed, with stirring, for 3 hours. Additional ethyl methanesulfonate (117 mg) was added and refluxing continued for 2 hours to complete the reaction. On cooling, the product crystallized to a thick mass. Ether was added and the product... Reactants: ClC1=NC(=C(C(=N1)NC)N)Cl (2,6-dichloro-N4-methylpyrimidine-4,5-diamine), FC(C(=O)O)(F)F (trifluoroacetic acid). Reaction conditions: time 8 hour. Product: ClC1=NC(=C2N=C(N(C2=N1)C)C(F)(F)F)Cl (2,6-dichloro-9-methyl-8-(trifluoromethyl)-9H-purine). As a reaction SMILES: [Cl:1][C:2]1[N:7]=[C:6]([NH:8][CH3:9])[C:5]([NH2:10])=[C:4]([Cl:11])[N:3]=1.[F:12][C:13]([F:18])([F:17])[C:14](O)=O>>[Cl:1][C:2]1[N:7]=[C:6]2[C:5]([N:10]=[C:14]([C:13]([F:18])([F:17])[F:12])[N:8]2[CH3:9])=[C:4]([Cl:11])[N:3]=1. Procedure: A mixture of 2,6-dichloro-N4-methylpyrimidine-4,5-diamine (400 mg) and trifluoroacetic acid (8 mL) was stirred for 8 hours while heating to reflux. Furthermore, the reaction mixture was stirred at 120° C. for 1.5 hours under microwave irradiation. After the reaction mixture was concentrated under reduced pressure, phenylphosphonic dichloride (1.8 mL) was added to the residue, and the mixture was stirred 180° C. for 2 hours. After the reaction mixture was cooled to room temperature, cold water (2... Reactants: N1=CC(=CC=C1)C1=NN2C(C=CC(=C2)N)=N1 (2-(pyridin-3-yl)-[1,2,4]triazolo[1,5-a]pyridin-6-ylamine), C(C)OC(=O)C=1C=NN(C1C(=O)O)C (4-(ethoxycarbonyl)-1-methyl-1H-pyrazole-5-carboxylic acid), CCCP(=O)=O (propylphosphonic anhydride), C(C)(=O)OCC (ethyl acetate), C(C)(C)N(C(C)C)CC (N,N-diisopropylethylamine). The solvent is O1CCCC1 (tetrahydrofuran). Reaction conditions: temperature 70 celsius, time 18 hour. Product: C(C)OC(=O)C=1C=NN(C1C(NC=1C=CC=2N(C1)N=C(N2)C=2C=NC=CC2)=O)C (1-methyl-5-(2-pyridin-3-yl-[1,2,4]triazolo[1,5-a]pyridin-6-ylcarbamoyl)-1H-pyrazole-4-carboxylic acid ethyl ester). Isolated yield 92.9%. RXN SMILES: [N:1]1[CH:6]=[CH:5][CH:4]=[C:3]([C:7]2[N:16]=[C:10]3[CH:11]=[CH:12][C:13]([NH2:15])=[CH:14][N:9]3[N:8]=2)[CH:2]=1.[CH2:17]([O:19][C:20]([C:22]1[CH:23]=[N:24][N:25]([CH3:30])[C:26]=1[C:27](O)=[O:28])=[O:21])[CH3:18].CCCP(=O)=O.C(OCC)(=O)C.C(N(CC)C(C)C)(C)C>O1CCCC1>[CH2:17]([O:19][C:20]([C:22]1[CH:23]=[N:24][N:25]([CH3:30])[C:26]=1[C:27](=[O:28])[NH:15][C:13]1[CH:12]=[CH:11][C:10]2[N:9]([N:8]=[C:7]([C:3]3[CH:2]=[N:1][CH:6]=[CH:5][CH:4]=3)[N:16]=2)[CH:14]=1)=[O:21])[CH3:18]. Procedure: A mixture of 2-(pyridin-3-yl)-[1,2,4]triazolo[1,5-a]pyridin-6-ylamine (480 mg, 2.27 mmol), 4-(ethoxycarbonyl)-1-methyl-1H-pyrazole-5-carboxylic acid (495 mg, 2.5 mmol), propylphosphonic anhydride in ethyl acetate 50% (3.62 g, 3.35 ml, 5.68 mmol) and N,N-diisopropylethylamine (1.17 g, 1.55 ml, 9.09 mmol) in tetrahydrofuran (10 ml) was stirred for 18 hours at 70° C. The solvent was evaporated under reduced pressure, the residue was triturated with saturated aqueous sodium hydrogencarbonate. The pr... Conditions: temperature 0 celsius, time 3.5 hour. Product: CN1[C@@H]2CC(C[C@H]1[C@H]3[C@@H]2O3)O.Cl (Scopine Hydrochloride). Reactants: CN1[C@@H]2C[C@H](C[C@H]1[C@H]3[C@@H]2O3)OC(=O)[C@H](CO)C=4C=CC=CC4.O.O.O.Br (scopolamine hydrobromide trihydrate), Cl (hydrochloric acid), [BH4-].[Na+] (Sodium borohydride), O (water). Procedure: 10.0 g (22.84 mmol) of scopolamine hydrobromide trihydrate was suspended in 100 mL of absolute ethanol, and cooled to about 0° C. Sodium borohydride (4.0 g, 105.7 mmol) was then added portion-wise while maintaining the temperature at a maximum of 30° C. 4.8 mL of water was then added to the reaction mixture. After 3.5 hours, the reaction was completed and 50 mL of diethyl ether was then added. The reaction was then cooled to 0° C., and acidified with 2M hydrochloric acid in diethyl ether to a pH... Reaction SMILES: [CH3:1][N:2]1[C@@H:7]2[C@@H:8]3[O:10][C@@H:9]3[C@H:3]1[CH2:4][C@@H:5]([O:11]C([C@@H](C1C=CC=CC=1)CO)=O)[CH2:6]2.O.O.O.Br.[BH4-].[Na+].O.[ClH:30]>C(O)C.C(OCC)C>[CH3:1][N:2]1[C@@H:7]2[C@@H:8]3[O:10][C@@H:9]3[C@H:3]1[CH2:4][CH:5]([OH:11])[CH2:6]2.[ClH:30] |f:0.1.2.3.4,5.6,11.12|. Solvent: C(C)O (ethanol), C(C)OCC (diethyl ether), C(C)OCC (diethyl ether). The product is titled compound, CC(C)(C)C(C(C)(C)C)=NN(C(C1=C(C=C(C(=C1)N1C(N(C(=CC1=O)C(F)(F)F)C)=O)F)Cl)=O)C (2-chloro-5-(3,6-dihydro-3-methyl-2,6-dioxo-4-(trifluoromethyl)-1(2H)-pyrimidinyl)-4-fluoro-benzoic acid, 2-[1-(1,1-dimethylethyl)-2,2-dimethylpropylidene]-1-methylhydrazide). Reported procedure: A mixed solution of 2-chloro-5-(3,6-dihydro-3-methyl-2,6-dioxo-4-(trifluoromethyl)-1(2H)-pyrimidinyl)-4-fluoro-benzoic acid, 2-[1-(1,1-dimethylethyl)-2,2-dimethylpropylidene]hydrazide (0.48 g), excess of methyl iodide and potassium carbonate (0.132 g) in acetonitrile (20 ml) was heated at reflux temperature overnight. The mixture was allowed to cool to ambient temperature and partitioned between ethyl acetate and brine. The organic phase was washed with brine (×3) and dried over anhydrous Na2SO4... RXN SMILES: [CH3:1][C:2]([C:5](=[N:10][NH:11][C:12](=[O:34])[C:13]1[CH:18]=[C:17]([N:19]2[C:24](=[O:25])[CH:23]=[C:22]([C:26]([F:29])([F:28])[F:27])[N:21]([CH3:30])[C:20]2=[O:31])[C:16]([F:32])=[CH:15][C:14]=1[Cl:33])[C:6]([CH3:9])([CH3:8])[CH3:7])([CH3:4])[CH3:3].CI.[C:37](=O)([O-])[O-].[K+].[K+]>C(#N)C>[CH3:4][C:2]([C:5](=[N:10][N:11]([CH3:37])[C:12](=[O:34])[C:13]1[CH:18]=[C:17]([N:19]2[C:24](=[O:25])[CH:23]=[C:22]([C:26]([F:29])([F:28])[F:27])[N:21]([CH3:30])[C:20]2=[O:31])[C:16]([F:32])=[CH:15][C:14]=1[Cl:33])[C:6]([CH3:7])([CH3:8])[CH3:9])([CH3:1])[CH3:3] |f:2.3.4|. Reactants: CC(C)(C)C(C(C)(C)C)=NNC(C1=C(C=C(C(=C1)N1C(N(C(=CC1=O)C(F)(F)F)C)=O)F)Cl)=O (2-chloro-5-(3,6-dihydro-3-methyl-2,6-dioxo-4-(trifluoromethyl)-1(2H)-pyrimidinyl)-4-fluoro-benzoic acid, 2-[1-(1,1-dimethylethyl)-2,2-dimethylpropylidene]hydrazide), CI (methyl iodide), C([O-])([O-])=O.[K+].[K+] (potassium carbonate). Yield: 20.3%. The solvent is C(C)#N (acetonitrile). The reactants are D4, FC1=CC=C(C=O)C=C1 (4-fluorobenzaldehyde), ClC1=C(C=C(C=C1)O)F (4-chloro-3-fluorophenol). The product is ClC1=C(C=C(OC2=CC=C(C=O)C=C2)C=C1)F (4-(4-chloro-3-fluorophenoxy)benzaldehyde). Reaction SMILES: F[C:2]1[CH:9]=[CH:8][C:5]([CH:6]=[O:7])=[CH:4][CH:3]=1.[Cl:10][C:11]1[CH:16]=[CH:15][C:14]([OH:17])=[CH:13][C:12]=1[F:18]>>[Cl:10][C:11]1[CH:16]=[CH:15][C:14]([O:17][C:2]2[CH:9]=[CH:8][C:5]([CH:6]=[O:7])=[CH:4][CH:3]=2)=[CH:13][C:12]=1[F:18]. Reported procedure: The title compound was prepared by a procedure similar to that described for D4 starting from 4-fluorobenzaldehyde and 4-chloro-3-fluorophenol.